Dataset: the Open Reaction Database (ORD), a public repository of structured organic reaction records. Task: describe an organic reaction: reactants, conditions, products, and yield Reactants: CCOCC, COc1ccc(CCl)cc1, [I-], [Li+], [Mg], C1CCOC1, O=C1CCN(CC23CC(c4ccccc42)c2ccccc23)CC1. Product: COc1ccc(CC2(O)CCN(CC34CC(c5ccccc53)c3ccccc34)CC2)cc1. As a reaction SMILES: [CH3:42][CH2:43][O:44][CH2:45][CH3:46].[CH3:4][O:5][c:6]1[cH:7][cH:8][c:9]([CH2:10][Cl:11])[cH:12][cH:13]1.[I-:2].[Li+:3].[Mg:1].[O:37]1[CH2:38][CH2:39][CH2:40][CH2:41]1.[cH:14]1[cH:15][cH:16][cH:17][c:18]2[c:27]1[C:26]1([CH2:29][N:30]3[CH2:31][CH2:32][C:33](=[O:36])[CH2:34][CH2:35]3)[c:25]3[c:20]([cH:21][cH:22][cH:23][cH:24]3)[CH:19]2[CH2:28]1>>[CH3:4][O:5][c:6]1[cH:7][cH:8][c:9]([CH2:10][C:33]2([OH:36])[CH2:32][CH2:31][N:30]([CH2:29][C:26]34[c:25]5[c:20]([cH:21][cH:22][cH:23][cH:24]5)[CH:19]([c:18]5[cH:17][cH:16][cH:15][cH:14][c:27]53)[CH2:28]4)[CH2:35][CH2:34]2)[cH:12][cH:13]1. Starting materials: C1(CC1)C1=CC=C(CNCCC2=CC(=C(C=C2)F)C(F)(F)F)C=C1 ((4-cyclopropylbenzyl)-[2-(4-fluoro-3-trifluoromethylphenyl)-ethyl]-amine), [BH4-].[Na+] (sodium borohydride), C1(CCC1)C1=CC=C(C=O)C=C1 (4-cyclobutyl-benzaldehyde), FC(C=1C=C(C=CC1)CCN)(F)F (2-(3-trifluoromethylphenyl)-ethylamine). The product is C1(CCC1)C1=CC=C(CNCCC2=CC(=CC=C2)C(F)(F)F)C=C1 ((4-cyclobutyl-benzyl)-[2-(3-trifluoromethyl-phenyl)-ethyl]-amine). RXN SMILES: [CH:1]1([C:4]2[CH:24]=[CH:23][C:7]([CH2:8][NH:9][CH2:10][CH2:11][C:12]3[CH:17]=[CH:16][C:15](F)=[C:14]([C:19]([F:22])([F:21])[F:20])[CH:13]=3)=[CH:6][CH:5]=2)[CH2:3][CH2:2]1.[CH:25]1(C2C=CC(C=O)=CC=2)CCC1.FC(F)(F)C1C=C(CCN)C=CC=1.[BH4-].[Na+]>>[CH:1]1([C:4]2[CH:5]=[CH:6][C:7]([CH2:8][NH:9][CH2:10][CH2:11][C:12]3[CH:17]=[CH:16][CH:15]=[C:14]([C:19]([F:20])([F:22])[F:21])[CH:13]=3)=[CH:23][CH:24]=2)[CH2:3][CH2:2][CH2:25]1 |f:3.4|. Procedure details: The title compound was synthesized in analogy to (4-cyclopropylbenzyl)-[2-(4-fluoro-3-trifluoromethylphenyl)-ethyl]-amine (described in example S53) using 180 mg of 4-cyclobutyl-benzaldehyde (1.23 mmol) (described in example S113), 213 mg of 2-(3-trifluoromethylphenyl)-ethylamine (1.23 mmol) and 64 mg of sodium borohydride (1.69 mmol). The isolated yellow oil (343 mg, 92%) was used in the following step without further purification. 1H NMR (CDCl3, 300 MHz): δ 1.85 (m, 1H), 1.92-2.21 (m, 3H), 2.3... Reactants: CCO, CC1(C)OC(=O)c2cc(N(Cc3ccc(C(=O)NCc4ccc(Oc5ccccc5)cc4)cc3)C(=O)CCC3CCCC3)ccc2O1, Cl. The product is O=C(NCc1ccc(Oc2ccccc2)cc1)c1ccc(CN(C(=O)CCC2CCCC2)c2ccc(O)c(C(=O)O)c2)cc1. As a reaction SMILES: [CH3:49][CH2:50][OH:51].[CH:1]1([CH2:6][CH2:7][C:8](=[O:9])[N:10]([c:11]2[cH:12][c:13]3[c:14]([cH:22][cH:23]2)[O:15][C:16]([CH3:20])([CH3:21])[O:17][C:18]3=[O:19])[CH2:24][c:25]2[cH:26][cH:27][c:28]([C:29](=[O:30])[NH:31][CH2:32][c:33]3[cH:34][cH:35][c:36]([O:39][c:40]4[cH:41][cH:42][cH:43][cH:44][cH:45]4)[cH:37][cH:38]3)[cH:46][cH:47]2)[CH2:2][CH2:3][CH2:4][CH2:5]1.[ClH:48]>>[CH:1]1([CH2:6][CH2:7][C:8](=[O:9])[N:10]([c:11]2[cH:12][c:13]([C:18](=[O:17])[OH:19])[c:14]([OH:15])[cH:22][cH:23]2)[CH2:24][c:25]2[cH:26][cH:27][c:28]([C:29](=[O:30])[NH:31][CH2:32][c:33]3[cH:34][cH:35][c:36]([O:39][c:40]4[cH:41][cH:42][cH:43][cH:44][cH:45]4)[cH:37][cH:38]3)[cH:46][cH:47]2)[CH2:2][CH2:3][CH2:4][CH2:5]1. Starting materials: C1CCC2=NCCCN2CC1 (1,8-diazabicyclo[5.4.0]-7-undecene), C(C)(=O)OC=1C=C(C=O)C=CC1O[C@@H]1CN(CC1)C(C)=O (3-acetyloxy-4-[((3S)-1-acetyl-3-pyrrolidinyl)oxy]benzaldehyde), [Cl-].C(#N)C=1C=CC2=C(C=C(O2)C[P+](C2=CC=CC=C2)(C2=CC=CC=C2)C2=CC=CC=C2)C1 ((5-cyano-2-benzofuranyl)methyltriphenylphosphonium chloride), C(CC(O)(C(=O)O)CC(=O)O)(=O)O (citric acid), C1CCC2=NCCCN2CC1 (1,8-diazabicyclo[5.4.0]-7-undecene). Run in O (water), O1CCCC1 (tetrahydrofuran), C(C)O (ethanol). Conditions: time 2 hour. The product is C(C)(=O)N1C[C@H](CC1)OC1=C(C=C(C=C1)C=CC=1OC2=C(C1)C=C(C=C2)C#N)O (2-[2-[4-[((3S)-1-acetyl-3-pyrrolidinyl)oxy]-3-hydroxyphenyl]vinyl]-5-benzofurancarbonitrile). The yield is 103.8%. Reaction SMILES: C([O:4][C:5]1[CH:6]=[C:7]([CH:10]=[CH:11][C:12]=1[O:13][C@H:14]1[CH2:18][CH2:17][N:16]([C:19](=[O:21])[CH3:20])[CH2:15]1)[CH:8]=O)(=O)C.[Cl-].[C:23]([C:25]1[CH:26]=[CH:27][C:28]2[O:32][C:31]([CH2:33][P+](C3C=CC=CC=3)(C3C=CC=CC=3)C3C=CC=CC=3)=[CH:30][C:29]=2[CH:53]=1)#[N:24].C1CCN2C(=NCCC2)CC1.C(O)(=O)CC(CC(O)=O)(C(O)=O)O>O1CCCC1.C(O)C.O>[C:19]([N:16]1[CH2:17][CH2:18][C@H:14]([O:13][C:12]2[CH:11]=[CH:10][C:7]([CH:8]=[CH:33][C:31]3[O:32][C:28]4[CH:27]=[CH:26][C:25]([C:23]#[N:24])=[CH:53][C:29]=4[CH:30]=3)=[CH:6][C:5]=2[OH:4])[CH2:15]1)(=[O:21])[CH3:20] |f:1.2|. Reported procedure: 1.3 g of 3-acetyloxy-4-[((3S)-1-acetyl-3-pyrrolidinyl)oxy]benzaldehyde and 2.22 g of (5-cyano-2-benzofuranyl)methyltriphenylphosphonium chloride were dissolved in a solvent mixture of 10 ml of tetrahydrofuran and 10 ml of ethanol, followed by the addition of 0.943 g of 1,8-diazabicyclo[5.4.0]-7-undecene and by subsequent stirring at room temperature for 2 hours. To the mixture obtained were further added 1.88 g of 1,8-diazabicyclo[5.4.0]-7-undecene and 3 ml of water, followed by stirring at room... Starting materials: O=Cc1ccc(Br)cc1, Cc1cc2ccc(S(C)(=O)=O)cc2[nH]1, ClCCl. Product: Cc1[nH]c2cc(S(C)(=O)=O)ccc2c1Cc1ccc(Br)cc1. RXN SMILES: [Br:15][c:16]1[cH:17][cH:18][c:19]([CH:20]=[O:21])[cH:22][cH:23]1.[CH3:1][S:2](=[O:3])(=[O:4])[c:5]1[cH:6][cH:7][c:8]2[cH:9][c:10]([CH3:14])[nH:11][c:12]2[cH:13]1.[Cl:24][CH2:25][Cl:26]>>[CH3:1][S:2](=[O:3])(=[O:4])[c:5]1[cH:6][cH:7][c:8]2[c:9]([CH2:20][c:19]3[cH:18][cH:17][c:16]([Br:15])[cH:23][cH:22]3)[c:10]([CH3:14])[nH:11][c:12]2[cH:13]1.